This data is from the Open Reaction Database (ORD), a public repository of structured organic reaction records. The task is: describe an organic reaction: reactants, conditions, products, and yield Starting materials: C(C=C)OCP(OCC)(OCC)=O (diethyl allyloxymethylphosphonate), CC(=O)C (acetone), C[N+]1(CCOCC1)[O-] (4-methylmorpholine-N-oxide), alkene. Reagents/catalysts: [Os](=O)(=O)(=O)=O (osmium tetroxide). Run in O (water). Reaction conditions: temperature 20 celsius. Yields the product OC(COCP(OCC)(OCC)=O)CO (Diethyl 2,3-dihydroxypropoxymethylphosphonate). RXN SMILES: C([O:4][CH2:5][P:6](=[O:13])([O:10][CH2:11][CH3:12])[O:7][CH2:8][CH3:9])C=C.[CH3:14][C:15]([CH3:17])=[O:16].C[N+]1([O-])CC[O:22]CC1>[Os](=O)(=O)(=O)=O.O>[OH:16][CH:15]([CH2:17][OH:22])[CH2:14][O:4][CH2:5][P:6](=[O:13])([O:10][CH2:11][CH3:12])[O:7][CH2:8][CH3:9]. Procedure details: To a solution of diethyl allyloxymethylphosphonate (4.2 g. 20.2 mmol) in an acetone (50 ml) and water (25 ml) mixture, was added osmium tetroxide (1 crystal) and 4-methylmorpholine-N-oxide (3.8 g, 32.3 mmol). The reaction mixture was stirred at 20° C. under nitrogen until no more starting alkene was present (6 days). The solvents were evaporated under high vacuum and the residue chromatographed on silica eluting with chloroform-methanol 10:1 affording diethyl 2,3-dihydroxypropoxymethylphosphonat... Reactants: COC(=O)C1CC(C#N)(c2ccc(F)cc2)CCC1=O, CC(=O)O, O=S(=O)(O)O. Reaction SMILES: [C:1]([O:2][CH3:3])(=[O:4])[CH:5]1[C:6](=[O:20])[CH2:7][CH2:8][C:9]([c:11]2[cH:12][cH:13][c:14]([F:17])[cH:15][cH:16]2)([C:18]#[N:19])[CH2:10]1.[CH3:26][C:27](=[O:28])[OH:29].[S:21](=[O:22])(=[O:23])([OH:24])[OH:25]>>[CH2:5]1[C:6](=[O:20])[CH2:7][CH2:8][C:9]([c:11]2[cH:12][cH:13][c:14]([F:17])[cH:15][cH:16]2)([C:18]#[N:19])[CH2:10]1. The product is N#CC1(c2ccc(F)cc2)CCC(=O)CC1. Reactants: C(C)(C)(C)OC(N[C@@H](C(NC=1C=C2C=3C(=C(NC3C1)CC)C=NNC2=O)=O)C2CCCCC2)=O ((R)-[Cyclohexyl-(2-ethyl-6-oxo-5,6-dihydro-1H-[1,2]diazepino[4,5,6-cd]indol-8-ylcarbamoyl)-methyl]-carbamic Acid tert-butyl Ester), Cl (HCl). Run in O1CCOCC1 (dioxane). The product is N[C@@H](C(=O)NC=1C=C2C=3C(=C(NC3C1)CC)C=NNC2=O)C2CCCCC2 ((R)-2-Amino-2-cyclohexyl-N-(2-ethyl-6-oxo-5,6-dihydro-1H-[1,2]diazepino[4,5,6-cd]indol-8-yl)-acetamide). RXN SMILES: C(OC(=O)[NH:7][C@H:8]([CH:28]1[CH2:33][CH2:32][CH2:31][CH2:30][CH2:29]1)[C:9](=[O:27])[NH:10][C:11]1[CH:12]=[C:13]2[C:25](=[O:26])[NH:24][N:23]=[CH:22][C:15]3=[C:16]([CH2:20][CH3:21])[NH:17][C:18]([CH:19]=1)=[C:14]23)(C)(C)C.Cl>O1CCOCC1>[NH2:7][C@H:8]([CH:28]1[CH2:33][CH2:32][CH2:31][CH2:30][CH2:29]1)[C:9]([NH:10][C:11]1[CH:12]=[C:13]2[C:25](=[O:26])[NH:24][N:23]=[CH:22][C:15]3=[C:16]([CH2:20][CH3:21])[NH:17][C:18]([CH:19]=1)=[C:14]23)=[O:27]. Reported procedure: Preparation of the title compound from Intermediate 189(a) (136 mg, 0.291 mmol) and 4.0 M HCl in dioxane (1.5 mL) was carried out analogously to Example 91. Isolation, also in an analogous manner, afforded the title compound (75 mg, 0.186 mmol) as a yellow powder in 64% yield. Starting materials: [Br-].[Br-].[Br-].C1(=CC=CC=C1)[N+](C)(C)C.C1(=CC=CC=C1)[N+](C)(C)C.C1(=CC=CC=C1)[N+](C)(C)C (Phenyltrimethylammonium tribromide), compound, S(=S)(=O)([O-])[O-].[Na+].[Na+] (sodium thiosulfate), C(C1=CC=CC=C1)OC1=CC=C(C=N1)CC(C)=O (1-[6-(benzyloxy)pyridin-3-yl]propan-2-one). Run in C1CCOC1 (THF). Run at temperature 80 celsius, time 3 hour. Yields the product BrC(C(=O)C=1C=NC(=CC1)O)C (2-bromo-1-(6-hydroxypyridin-3-yl)propan-1-one). Yield: 42.0%. Reaction SMILES: [Br-:1].[Br-].[Br-].C1([N+](C)(C)C)C=CC=CC=1.C1([N+](C)(C)C)C=CC=CC=1.C1([N+](C)(C)C)C=CC=CC=1.C([O:41][C:42]1[N:47]=[CH:46][C:45]([CH2:48][C:49](=O)[CH3:50])=[CH:44][CH:43]=1)C1C=CC=CC=1.S([O-])([O-])(=[O:54])=S.[Na+].[Na+]>C1COCC1>[Br:1][CH:49]([CH3:50])[C:48]([C:45]1[CH:46]=[N:47][C:42]([OH:41])=[CH:43][CH:44]=1)=[O:54] |f:0.1.2.3.4.5,7.8.9|. Procedure details: Phenyltrimethylammonium tribromide (9.28 g) was added to a THF solution of the compound (5.67 g, 23.5 mmol) synthesized in the above (2), and stirred at 80° C. for 3 hours. Aqueous saturated sodium thiosulfate solution was added to the reaction liquid, and extracted three times with chloroform. After dried with magnesium sulfate, this was concentrated under reduced pressure. The obtained residue was crystallized from ethyl acetate and hexane to obtain the entitled compound (2.3 g, 42%) as a whit... Starting materials: ClCCCl, CN(C)c1ccncc1, CC(C)C(C(=O)O)N1Cc2c(F)cnc3[nH]cc(c23)C1=O, NC1CCS(=O)(=O)C1, CN(C)C=O, On1nnc2ccccc21. The product is CC(C)C(C(=O)NC1CCS(=O)(=O)C1)N1Cc2c(F)cnc3[nH]cc(c23)C1=O. RXN SMILES: [CH2:40]([Cl:41])[CH2:42][Cl:43].[CH3:44][N:45]([CH3:46])[c:47]1[cH:48][cH:49][n:50][cH:51][cH:52]1.[F:1][c:2]1[cH:3][n:4][c:5]2[c:6]3[c:7]([cH:20][nH:21]2)[C:8](=[O:19])[N:9]([CH:12]([C:13](=[O:14])[OH:15])[CH:16]([CH3:17])[CH3:18])[CH2:10][c:11]13.[O:22]=[S:23]1(=[O:29])[CH2:24][CH:25]([NH2:28])[CH2:26][CH2:27]1.[O:53]=[CH:54][N:55]([CH3:56])[CH3:57].[OH:30][n:31]1[c:32]2[c:33]([cH:34][cH:35][cH:36][cH:37]2)[n:38][n:39]1>>[F:1][c:2]1[cH:3][n:4][c:5]2[c:6]3[c:7]([cH:20][nH:21]2)[C:8](=[O:19])[N:9]([CH:12]([C:13](=[O:14])[NH:28][CH:25]2[CH2:24][S:23](=[O:22])(=[O:29])[CH2:27][CH2:26]2)[CH:16]([CH3:17])[CH3:18])[CH2:10][c:11]13. The reactants are Cc1ccccc1, OC1CCc2cc(C(F)(F)F)ccc21, Cc1ccc(S(=O)(=O)O)cc1. Product: FC(F)(F)c1ccc2c(c1)CC=C2. Reaction SMILES: [CH3:26][c:27]1[cH:28][cH:29][cH:30][cH:31][cH:32]1.[F:1][C:2]([c:3]1[cH:4][c:5]2[c:9]([cH:10][cH:11]1)[CH:8]([OH:12])[CH2:7][CH2:6]2)([F:13])[F:14].[c:15]1([CH3:16])[cH:17][cH:18][c:19]([S:20]([OH:21])(=[O:22])=[O:23])[cH:24][cH:25]1>>[F:1][C:2]([c:3]1[cH:4][c:5]2[c:9]([cH:10][cH:11]1)[CH:8]=[CH:7][CH2:6]2)([F:13])[F:14]. Starting materials: FC1=C(C(=O)O)C(=CC=C1F)F (2,3,6-Trifluorobenzoic acid), [N+](=O)([O-])[O-].[K+] (potassium nitrate), ice water. Run in S(O)(O)(=O)=O (sulfuric acid), S(O)(O)(=O)=O (sulfuric acid). Reaction conditions: time 1 hour. Product: FC1=C(C(=O)O)C(=C(C=C1[N+](=O)[O-])F)F (2,5,6-trifluoro-3-nitrobenzoic acid). Isolated yield 83.4%. RXN SMILES: [F:1][C:2]1[C:10]([F:11])=[CH:9][CH:8]=[C:7]([F:12])[C:3]=1[C:4]([OH:6])=[O:5].[N+:13]([O-])([O-:15])=[O:14].[K+]>S(=O)(=O)(O)O>[F:12][C:7]1[C:8]([N+:13]([O-:15])=[O:14])=[CH:9][C:10]([F:11])=[C:2]([F:1])[C:3]=1[C:4]([OH:6])=[O:5] |f:1.2|. Procedure: 2,3,6-Trifluorobenzoic acid (21.0 g) is added to conc. sulfuric acid (120 ml) under ice-cooling. To the mixture is added dropwise a solution of potassium nitrate (14.5 g) in conc sulfuric acid (30 ml) at below 20° C. After the addition, the mixture is stirred at room temperature for one hour. The reaction mixture is poured into ice water and extracted with diethyl ether. The extract is dried over magnesium sulfate, and then the solvent is distilled off. The residue is recrystallized from dichlor...